Dataset: the Open Reaction Database (ORD), a public repository of structured organic reaction records. Task: describe an organic reaction: reactants, conditions, products, and yield Product: O=C(OC1CN2CCC1CC2)C(O)(c1ccccc1)c1ccco1. The reactants are Br[Mg]c1ccccc1, C1CCOC1, [Cl-], N#N, O=C(OC1CN2CCC1CC2)C(=O)c1ccco1, [NH4+]. Reaction SMILES: [Br:1][Mg:2][c:3]1[cH:4][cH:5][cH:6][cH:7][cH:8]1.[CH2:29]1[O:30][CH2:31][CH2:32][CH2:33]1.[Cl-:27].[N:34]#[N:35].[N:9]12[CH2:10][CH:11]([O:17][C:18]([C:19]([c:20]3[o:21][cH:22][cH:23][cH:24]3)=[O:25])=[O:26])[CH:12]([CH2:13][CH2:14]1)[CH2:15][CH2:16]2.[NH4+:28]>>[c:3]1([C:19]([C:18]([O:17][CH:11]2[CH2:10][N:9]3[CH2:14][CH2:13][CH:12]2[CH2:15][CH2:16]3)=[O:26])([c:20]2[o:21][cH:22][cH:23][cH:24]2)[OH:25])[cH:4][cH:5][cH:6][cH:7][cH:8]1. Reactants: ClC1=C2N=CN(C2=NC(=N1)C)[C@H]1[C@H](O)[C@H](O)[C@H](O1)CO (6-chloro-2-methyl-9-(β-D-ribofuranosyl)-9H-purine), Cl.N[C@@H]1CC[C@H](CC1)O (trans-4-aminocyclohexanol hydrochloride). Solvent: C(C)(C)O (isopropanol). Reaction conditions: time 17 hour. Yields the product O[C@@H]1CC[C@H](CC1)NC=1C=2N=CN([C@H]3[C@H](O)[C@H](O)[C@@H](CO)O3)C2N=C(N1)C (N-(trans-4-Hydroxycyclohexyl)-2-methyladenosine). The yield is 79.1%. Reaction SMILES: Cl[C:2]1[N:10]=[C:9]([CH3:11])[N:8]=[C:7]2[C:3]=1[N:4]=[CH:5][N:6]2[C@@H:12]1[O:18][C@H:17]([CH2:19][OH:20])[C@@H:15]([OH:16])[C@H:13]1[OH:14].Cl.[NH2:22][C@H:23]1[CH2:28][CH2:27][C@H:26]([OH:29])[CH2:25][CH2:24]1>C(O)(C)C>[OH:29][C@H:26]1[CH2:27][CH2:28][C@H:23]([NH:22][C:2]2[C:3]3[N:4]=[CH:5][N:6]([C:7]=3[N:8]=[C:9]([CH3:11])[N:10]=2)[C@@H:12]2[O:18][C@H:17]([CH2:19][OH:20])[C@@H:15]([OH:16])[C@H:13]2[OH:14])[CH2:24][CH2:25]1 |f:1.2|. Reported procedure: A mixture of 6-chloro-2-methyl-9-(β-D-ribofuranosyl)-9H-purine (902 mg), trans-4-aminocyclohexanol hydrochloride (1.14 g) and DEA (1.94 g) in isopropanol (50 ml) was heated at reflux with stirring under nitrogen for 17 h. The resulting cooled reaction mixture was adsorbed onto silica (Merck 9385) and purified by column chromatography on silica (Merck 9385) eluting with System B (10:1 then 8:1) to give the title compound (0.9 g) as a solid. The reactants are CC(=O)NCC1CC1c1c(Br)ccc2nn(C)cc12, Cc1ccccc1, CCO, CCOC(C)=O, [Na+], [Na+], O=C([O-])[O-], OB(O)c1ccccc1, c1ccc(P(c2ccccc2)(c2ccccc2)[Pd](P(c2ccccc2)(c2ccccc2)c2ccccc2)(P(c2ccccc2)(c2ccccc2)c2ccccc2)P(c2ccccc2)(c2ccccc2)c2ccccc2)cc1. Yields the product CC(=O)NCC1CC1c1c(-c2ccccc2)ccc2nn(C)cc12. Reaction SMILES: [Br:1][c:2]1[c:3]([CH:12]2[CH:13]([CH2:15][NH:16][C:17]([CH3:18])=[O:19])[CH2:14]2)[c:4]2[cH:5][n:6]([CH3:11])[n:7][c:8]2[cH:9][cH:10]1.[CH3:121][c:122]1[cH:123][cH:124][cH:125][cH:126][cH:127]1.[CH3:35][CH2:36][OH:37].[CH3:38][CH2:39][O:40][C:41](=[O:42])[CH3:43].[Na+:29].[Na+:30].[O-:31][C:32](=[O:33])[O-:34].[OH:20][B:21]([OH:22])[c:23]1[cH:24][cH:25][cH:26][cH:27][cH:28]1.[cH:44]1[cH:45][cH:46][c:47]([P:48]([Pd:49]([P:50]([c:51]2[cH:52][cH:53][cH:54][cH:55][cH:56]2)([c:57]2[cH:58][cH:59][cH:60][cH:61][cH:62]2)[c:63]2[cH:64][cH:65][cH:66][cH:67][cH:68]2)([P:69]([c:70]2[cH:71][cH:72][cH:73][cH:74][cH:75]2)([c:76]2[cH:77][cH:78][cH:79][cH:80][cH:81]2)[c:82]2[cH:83][cH:84][cH:85][cH:86][cH:87]2)[P:88]([c:89]2[cH:90][cH:91][cH:92][cH:93][cH:94]2)([c:95]2[cH:96][cH:97][cH:98][cH:99][cH:100]2)[c:101]2[cH:102][cH:103][cH:104][cH:105][cH:106]2)([c:107]2[cH:108][cH:109][cH:110][cH:111][cH:112]2)[c:113]2[cH:114][cH:115][cH:116][cH:117][cH:118]2)[cH:119][cH:120]1>>[c:2]1(-[c:23]2[cH:24][cH:25][cH:26][cH:27][cH:28]2)[c:3]([CH:12]2[CH:13]([CH2:15][NH:16][C:17]([CH3:18])=[O:19])[CH2:14]2)[c:4]2[cH:5][n:6]([CH3:11])[n:7][c:8]2[cH:9][cH:10]1. Yields the product COC(=O)COc1c(C(=O)N2CC(C)OC(C)C2)sc(Br)c1Br. Starting materials: CC1CNCC(C)O1, COC(=O)COc1c(C(=O)Cl)sc(Br)c1Br. Reaction SMILES: [CH3:17][CH:18]1[O:19][CH:20]([CH3:24])[CH2:21][NH:22][CH2:23]1.[CH3:1][O:2][C:3]([CH2:4][O:5][c:6]1[c:7]([C:13](=[O:14])[Cl:15])[s:8][c:9]([Br:12])[c:10]1[Br:11])=[O:16]>>[CH3:1][O:2][C:3]([CH2:4][O:5][c:6]1[c:7]([C:13](=[O:14])[N:22]2[CH2:21][CH:20]([CH3:24])[O:19][CH:18]([CH3:17])[CH2:23]2)[s:8][c:9]([Br:12])[c:10]1[Br:11])=[O:16]. Reactants: ClC1=CC=C(C(=O)OC)C=C1 (methyl 4-chlorobenzoate), [O-]P(=O)([O-])[O-].[K+].[K+].[K+] (K3PO4), CNC1=CC=CC=C1 (N-methylaniline), Ph5FcP(t-Bu)2. Reagents/catalysts: CC(=O)[O-].CC(=O)[O-].[Pd+2] (Pd(OAc)2). The solvent is COCCOC (DME). Product: COC(=O)C1=CC=C(C=C1)N(C1=CC=CC=C1)C (N-(4-methoxycarbonylphenyl)-N-methylaniline). Yield: 99.5%. Reaction SMILES: Cl[C:2]1[CH:11]=[CH:10][C:5]([C:6]([O:8][CH3:9])=[O:7])=[CH:4][CH:3]=1.[CH3:12][NH:13][C:14]1[CH:19]=[CH:18][CH:17]=[CH:16][CH:15]=1.[O-]P([O-])([O-])=O.[K+].[K+].[K+]>COCCOC.CC([O-])=O.CC([O-])=O.[Pd+2]>[CH3:9][O:8][C:6]([C:5]1[CH:10]=[CH:11][C:2]([N:13]([CH3:12])[C:14]2[CH:19]=[CH:18][CH:17]=[CH:16][CH:15]=2)=[CH:3][CH:4]=1)=[O:7] |f:2.3.4.5,7.8.9|. Procedure: According to the general procedure B, methyl 4-chlorobenzoate (172 mg, 1.00 mmol) reacted with N-methylaniline (130 mg, 1.20 mmol) using 1 mol % of Pd(OAc)2, 2 mol % of Ph5FcP(t-Bu)2, and K3PO4 (640 mg, 3.02 mmol) in DME at 100° C for 20 h to give the title compound (240 mg, 97%) as a solid: 1H-NMR (500 MHz, CDCl3): δ 7.89 (d, 2H, J=9.05 Hz), 7.41 (t, 2H, J=7.68 and 8.17 Hz), 7.24-7.21 (m, 3H), 6.79 (d, 2H, J=9.06 Hz), 3.88 (s, 3H), 3.37 (s, 3H). 13C{1H}-NMR (125 MHz, CDCl3): δ 167.09, 152.44, 1... The solvent is O1CCOCC1 (dioxane). As a reaction SMILES: Br[C:2]1[N:7]=[CH:6][C:5](/[CH:8]=[CH:9]/[C:10]([O:12][CH2:13][CH3:14])=[O:11])=[CH:4][C:3]=1[CH3:15].C1(P(C2CCCCC2)C2C=CC=CC=2C2C(N(C)C)=CC=CC=2)CCCCC1.C(=O)([O-])[O-].[Cs+].[Cs+].[CH2:50]([N:57]1[CH2:61][CH2:60][C@@H:59]([NH2:62])[CH2:58]1)[C:51]1[CH:56]=[CH:55][CH:54]=[CH:53][CH:52]=1>O1CCOCC1.C([O-])(=O)C.[Pd+2].C([O-])(=O)C>[CH2:50]([N:57]1[CH2:61][CH2:60][C@@H:59]([NH:62][C:2]2[N:7]=[CH:6][C:5](/[CH:8]=[CH:9]/[C:10]([O:12][CH2:13][CH3:14])=[O:11])=[CH:4][C:3]=2[CH3:15])[CH2:58]1)[C:51]1[CH:52]=[CH:53][CH:54]=[CH:55][CH:56]=1 |f:2.3.4,7.8.9|. Procedure: To a solution of ethyl (2E)-3-(6-bromo-5-methyl-3-pyridyl)acrylate (500 mg) in dioxane (5 mL) was added palladium(II) acetate (41.6 mg) and 2′-(dicyclohexylphosphino)-N,N-dimethyl-2-biphenylamine (109 mg) and cesium carbonate (843 mg), and (3R)-(−)-1-benzyl-3-aminopyrrolidine (359 mg). The mixture was heated at 100° C. for 18 hours. The resulting mixture was poured into sat.NH4Cl aqueous solution and extracted with AcOEt. The organic layer was washed with sat. NH4Cl aq solution, water, and brine... Isolated yield 54.1%. Conditions: temperature 100 celsius. The reagents and catalysts are C(C)(=O)[O-].[Pd+2].C(C)(=O)[O-] (palladium(II) acetate). The product is C(C1=CC=CC=C1)N1C[C@@H](CC1)NC1=C(C=C(C=N1)/C=C/C(=O)OCC)C (ethyl (2E)-3-(6-{[(3R)-1-benzyl-3-pyrrolidinyl]amino}-5-methyl-3-pyridyl)acrylate). The reactants are BrC1=C(C=C(C=N1)/C=C/C(=O)OCC)C (ethyl (2E)-3-(6-bromo-5-methyl-3-pyridyl)acrylate), C1(CCCCC1)P(C1=C(C=CC=C1)C=1C(=CC=CC1)N(C)C)C1CCCCC1 (2′-(dicyclohexylphosphino)-N,N-dimethyl-2-biphenylamine), C([O-])([O-])=O.[Cs+].[Cs+] (cesium carbonate), C(C1=CC=CC=C1)N1C[C@@H](CC1)N ((3R)-(−)-1-benzyl-3-aminopyrrolidine).